From a dataset of the Open Reaction Database (ORD), a public repository of structured organic reaction records. describe an organic reaction: reactants, conditions, products, and yield The reactants are C([O-])([O-])=O.[NH4+].[NH4+] (ammonium carbonate), [C-]#N.[K+] (potassium cyanide), CCO.O (EtOH water), CC(=O)C1=CC(=CC=C1)Br (3-bromoacetophenone). Solvent: O (water). Conditions: temperature 95 celsius. Yields the product BrC=1C=C(C=CC1)C1(C(NC(N1)=O)=O)C (5-(3-Bromo-phenyl)-5-methyl-imidazolidine-2,4-dione). Yield: 84.0%. Reaction SMILES: [C:1](=[O:4])([O-])[O-].[NH4+:5].[NH4+:6].[C-]#N.[K+].[CH3:10][C:11]([C:13]1[CH:18]=[CH:17][CH:16]=[C:15]([Br:19])[CH:14]=1)=O.C[CH2:21][OH:22].O>O>[Br:19][C:15]1[CH:14]=[C:13]([C:11]2([CH3:10])[NH:6][C:21](=[O:22])[NH:5][C:1]2=[O:4])[CH:18]=[CH:17][CH:16]=1 |f:0.1.2,3.4,6.7|. Procedure: To a suspension of ammonium carbonate (20.5 g, 225 mmol) and potassium cyanide (8.6 g, 125 mmol) in EtOH/water (160 mL, 1/1) at 23° C. was added 3-bromoacetophenone (6.61 mL, 50 mmol). The pressure-tube was sealed and heated for 24 h at 95° C., then cooled to 23° C. The solution was diluted with water (300 mL), the solid removed by filtration and dried under vacuum to give the desired material (11.3 g, 84%). MS (ES+): 269/271 (M+H), 310/312 (M+H+ CH3CN). The reactants are NC1=NC(=C(C(=N1)OS(=O)(=O)C(F)(F)F)[N+](=O)[O-])C=1OC=CC1 (trifluoro-methanesulfonic acid 2-amino-6-furan-2-yl-5-nitro-pyrimidin-4-yl ester), C(CC1=CC=CC=C1)N (phenethylarnine). The solvent is COCCOC (DME). Product: O1C(=CC=C1)C1=C(C(=NC(=N1)N)NCCC1=CC=CC=C1)[N+](=O)[O-] (6-Furan-2-yl-5-nitro-N4-phenethyl-pyrimidine-2,4-diamine). As a reaction SMILES: [NH2:1][C:2]1[N:7]=[C:6](OS(C(F)(F)F)(=O)=O)[C:5]([N+:16]([O-:18])=[O:17])=[C:4]([C:19]2[O:20][CH:21]=[CH:22][CH:23]=2)[N:3]=1.[CH2:24]([NH2:32])[CH2:25][C:26]1[CH:31]=[CH:30][CH:29]=[CH:28][CH:27]=1>COCCOC>[O:20]1[CH:21]=[CH:22][CH:23]=[C:19]1[C:4]1[N:3]=[C:2]([NH2:1])[N:7]=[C:6]([NH:32][CH2:24][CH2:25][C:26]2[CH:31]=[CH:30][CH:29]=[CH:28][CH:27]=2)[C:5]=1[N+:16]([O-:18])=[O:17]. Procedure: From trifluoro-methanesulfonic acid 2-amino-6-furan-2-yl-5-nitro-pyrimidin-4-yl ester and phenethylarnine in DME. ES-MS m/e (%): 326 (M+H+, 100).